From a dataset of the Open Reaction Database (ORD), a public repository of structured organic reaction records. describe an organic reaction: reactants, conditions, products, and yield The reactants are NC(=O)CCC(=O)NBr, O=C(OOC(=O)c1ccccc1)c1ccccc1, O=C([O-])O, ClC(Cl)(Cl)Cl, [Na+], c1cnc2c(n1)CCCC2. Yields the product BrC1CCCc2nccnc21. Reaction SMILES: [Br:11][NH:12][C:13](=[O:14])[CH2:15][CH2:16][C:17]([NH2:18])=[O:19].[C:20]([O:21][O:22][C:23](=[O:24])[c:25]1[cH:26][cH:27][cH:28][cH:29][cH:30]1)(=[O:31])[c:32]1[cH:33][cH:34][cH:35][cH:36][cH:37]1.[C:38](=[O:39])([OH:40])[O-:41].[Cl:43][C:44]([Cl:45])([Cl:46])[Cl:47].[Na+:42].[n:1]1[cH:2][cH:3][n:4][c:5]2[c:10]1[CH2:9][CH2:8][CH2:7][CH2:6]2>>[n:1]1[cH:2][cH:3][n:4][c:5]2[c:10]1[CH:9]([Br:11])[CH2:8][CH2:7][CH2:6]2. Reactants: ClCl (chlorine), C22H18ClF3N4O3, N1(CC=CC1)C(=O)C1=C(C=C(C(=O)O)C=C1)C(F)(F)F (4-(2,5-dihydropyrrol-1-ylcarbonyl)-3-trifluoromethylbenzoic acid), CN(C)C(=[N+](C)C)ON1C2=C(C=CC=C2)N=N1.[B-](F)(F)(F)F (TBTU), C(C)(C)N(CC)C(C)C (diisopropylethylamine), ClC1=CC2=C(NC(=N2)[C@H](CO)N)C=C1 ((1R)-1-(5-chloro-1H-benzimidazol-2-yl)-2-hydroxyethylamine). Solvent: ClCCl.C(C)O (dichloromethane ethanol), O1CCCC1 (tetrahydrofuran). Product: ClC1=CC2=C(NC(=N2)[C@H](CO)NC(C2=CC(=C(C=C2)C(=O)N2CC=CC2)C(F)(F)F)=O)C=C1 (N-[(1R)-1-(5-chloro-1H-benzimidazol-2-yl)-2-hydroxyethyl]-4-(2,5-dihydropyrrol-1-ylcarbonyl)-3-trifluoromethylbenzamide). Yield: 20.0%. Reaction SMILES: [N:1]1([C:6]([C:8]2[CH:16]=[CH:15][C:11]([C:12]([OH:14])=O)=[CH:10][C:9]=2[C:17]([F:20])([F:19])[F:18])=[O:7])[CH2:5][CH:4]=[CH:3][CH2:2]1.CN(C(ON1N=NC2C=CC=CC1=2)=[N+](C)C)C.[B-](F)(F)(F)F.C(N(C(C)C)CC)(C)C.[Cl:52][C:53]1[CH:65]=[CH:64][C:56]2[NH:57][C:58]([C@@H:60]([NH2:63])[CH2:61][OH:62])=[N:59][C:55]=2[CH:54]=1.ClCl>O1CCCC1.ClCCl.C(O)C>[Cl:52][C:53]1[CH:65]=[CH:64][C:56]2[NH:57][C:58]([C@@H:60]([NH:63][C:12](=[O:14])[C:11]3[CH:15]=[CH:16][C:8]([C:6]([N:1]4[CH2:2][CH:3]=[CH:4][CH2:5]4)=[O:7])=[C:9]([C:17]([F:20])([F:19])[F:18])[CH:10]=3)[CH2:61][OH:62])=[N:59][C:55]=2[CH:54]=1 |f:1.2,7.8|. Procedure: Prepared analogously to Example 1g from 4-(2,5-dihydropyrrol-1-ylcarbonyl)-3-trifluoromethylbenzoic acid, TBTU, diisopropylethylamine, and (1R)-1-(5-chloro-1H-benzimidazol-2-yl)-2-hydroxyethylamine in tetrahydrofuran. Yield: 20%; Rf value: 0.43 (silica gel: dichloromethane/ethanol=9:1); C22H18ClF3N4O3 (478.856); mass spectrum: (M+H)+=479/481 (chlorine isotope).